From a dataset of the Open Reaction Database (ORD), a public repository of structured organic reaction records. describe an organic reaction: reactants, conditions, products, and yield Reaction SMILES: [CH3:22][CH2:23][O:24][C:25]([CH3:26])=[O:27].[CH:1]([CH3:2])([CH3:3])[CH:4]1[CH2:5][O:6][c:7]2[c:8]([cH:15][cH:16][c:17]([N+:19]([O-:20])=[O:21])[cH:18]2)[N:9]1[CH2:10][C:11]([F:12])([F:13])[F:14]>>[CH:1]([CH3:2])([CH3:3])[CH:4]1[CH2:5][O:6][c:7]2[c:8]([cH:15][cH:16][c:17]([NH2:19])[cH:18]2)[N:9]1[CH2:10][C:11]([F:12])([F:13])[F:14]. Yields the product CC(C)C1COc2cc(N)ccc2N1CC(F)(F)F. The reactants are CCOC(C)=O, CC(C)C1COc2cc([N+](=O)[O-])ccc2N1CC(F)(F)F.